Task: describe an organic reaction: reactants, conditions, products, and yield. Dataset: the Open Reaction Database (ORD), a public repository of structured organic reaction records Reactants: C(C)OC1=C(C=C2C(=N[C@@H]3CC[C@H](C[C@@H]3C2=C1)O)C=1C=NC(=CC1)N1N=CC=C1)OC ((2R,4aR,10bR)-9-Ethoxy-8-methoxy-6-(6-pyrazol-1-yl-pyridin-3-yl)-1,2,3,4,4a,10b-hexahydro-phenanthridin-2-ol), C(\C=C\C(=O)O)(=O)O (fumaric acid). The solvent is CC(=O)C (acetone), CC(=O)C (acetone), C(C)(C)O (isopropanol). Product: C(\C=C\C(=O)O)(=O)O.C(C)OC1=C(C=C2C(=N[C@@H]3CC[C@H](C[C@@H]3C2=C1)O)C=1C=NC(=CC1)N1N=CC=C1)OC ((2R,4aR,10bR)-9-Ethoxy-8-methoxy-6-(6-pyrazol-1-yl-pyridin-3-yl)-1,2,3,4,4a,10b-hexahydro-phenanthridin-2-ol fumarate). Isolated yield 28.8%. RXN SMILES: [CH2:1]([O:3][C:4]1[CH:17]=[C:16]2[C:7]([C:8]([C:19]3[CH:20]=[N:21][C:22]([N:25]4[CH:29]=[CH:28][CH:27]=[N:26]4)=[CH:23][CH:24]=3)=[N:9][C@H:10]3[C@@H:15]2[CH2:14][C@H:13]([OH:18])[CH2:12][CH2:11]3)=[CH:6][C:5]=1[O:30][CH3:31])[CH3:2].[C:32]([OH:39])(=[O:38])/[CH:33]=[CH:34]/[C:35]([OH:37])=[O:36]>CC(C)=O.C(O)(C)C>[C:32]([OH:39])(=[O:38])/[CH:33]=[CH:34]/[C:35]([OH:37])=[O:36].[CH2:1]([O:3][C:4]1[CH:17]=[C:16]2[C:7]([C:8]([C:19]3[CH:20]=[N:21][C:22]([N:25]4[CH:29]=[CH:28][CH:27]=[N:26]4)=[CH:23][CH:24]=3)=[N:9][C@H:10]3[C@@H:15]2[CH2:14][C@H:13]([OH:18])[CH2:12][CH2:11]3)=[CH:6][C:5]=1[O:30][CH3:31])[CH3:2] |f:4.5|. Reported procedure: (2R,4aR,10bR)-9-Ethoxy-8-methoxy-6-(6-pyrazol-1-yl-pyridin-3-yl)-1,2,3,4,4a,10b-hexahydro-phenanthridin-2-ol (41.9 mg, 0.1 mmol) are dissolved in 0.5 ml of acetone. 12.8 mg (0.11 mmol) of fumaric acid (dissolved in 0.5 ml of a 82:18 mixture of acetone and isopropanol) are added. The crystals are filtered off and dried to obtain 15.4 mg (29%) of the title compound (m.p.: 170° C.).